Dataset: the Open Reaction Database (ORD), a public repository of structured organic reaction records. Task: describe an organic reaction: reactants, conditions, products, and yield Procedure details: 118-1. A mixture of 9-iodo-3,4,7,8-tetrahydro-[1,4]diazepino[7,1-a]isoquinoline-2,5-dione (750 mg, 2.12 mmol), 4,4,5,5-tetramethyl-2-(prop-1-en-2-yl)-1,3,2-dioxaborolane (712 mg, 4.24 mmol) Cs2CO3 (1.72 g, 5.29 mmol) and Pd(PPh3)4 (122 mg, 0.11 mmol) in dioxane/H2O (9:1, mL) was heated to 100° C. for 2 h in a microwave reactor. The mixture was then concentrated in vacuo and the residue purified by flash chromatography (SiO2, heptane to AcOEt to AcOEt/MeOH 85:15) to give the title compound (550 m... The yield is 96.7%. As a reaction SMILES: I[C:2]1[CH:11]=[CH:10][CH:9]=[C:8]2[C:3]=1[CH2:4][CH2:5][N:6]1[C:16](=[O:17])[CH2:15][NH:14][C:13](=[O:18])[CH:12]=[C:7]12.[CH3:19][C:20]1(C)[C:24](C)(C)OB(C(C)=C)O1>O1CCOCC1.O.C1C=CC([P]([Pd]([P](C2C=CC=CC=2)(C2C=CC=CC=2)C2C=CC=CC=2)([P](C2C=CC=CC=2)(C2C=CC=CC=2)C2C=CC=CC=2)[P](C2C=CC=CC=2)(C2C=CC=CC=2)C2C=CC=CC=2)(C2C=CC=CC=2)C2C=CC=CC=2)=CC=1>[CH2:19]=[C:20]([C:2]1[CH:11]=[CH:10][CH:9]=[C:8]2[C:3]=1[CH2:4][CH2:5][N:6]1[C:16](=[O:17])[CH2:15][NH:14][C:13](=[O:18])[CH:12]=[C:7]12)[CH3:24] |f:2.3,^1:41,43,62,81|. Reagents/catalysts: C=1C=CC(=CC1)[P](C=2C=CC=CC2)(C=3C=CC=CC3)[Pd]([P](C=4C=CC=CC4)(C=5C=CC=CC5)C=6C=CC=CC6)([P](C=7C=CC=CC7)(C=8C=CC=CC8)C=9C=CC=CC9)[P](C=1C=CC=CC1)(C=1C=CC=CC1)C=1C=CC=CC1 (Pd(PPh3)4). Run at temperature 100 celsius. Run in O1CCOCC1.O (dioxane H2O). Yields the product C=C(C)C1=C2CCN3C(C2=CC=C1)=CC(NCC3=O)=O (9-(prop-1-en-2-yl)-3,4,7,8-tetrahydro-[1,4]diazepino[7,1-a]isoquinoline-2,5-dione). The reactants are IC1=C2CCN3C(C2=CC=C1)=CC(NCC3=O)=O (9-iodo-3,4,7,8-tetrahydro-[1,4]diazepino[7,1-a]isoquinoline-2,5-dione), CC1(OB(OC1(C)C)C(=C)C)C (4,4,5,5-tetramethyl-2-(prop-1-en-2-yl)-1,3,2-dioxaborolane). The product is O=C(O)C(F)(F)F, O=C(O)C1CC2(c3ccccc3)NC1CCC2OCc1cc(C(F)(F)F)cc(C(F)(F)F)c1. The reactants are O=C(O)C1CC2(c3ccccc3)C(OCc3cc(C(F)(F)F)cc(C(F)(F)F)c3)CCC1N2Cc1ccccc1, CCO, O=C(O)C(F)(F)F. Reaction SMILES: [CH2:8]([c:9]1[cH:10][cH:11][cH:12][cH:13][cH:14]1)[N:15]1[C:16]2([c:42]3[cH:43][cH:44][cH:45][cH:46][cH:47]3)[CH:17]([O:26][CH2:27][c:28]3[cH:29][c:30]([C:38]([F:39])([F:40])[F:41])[cH:31][c:32]([C:34]([F:35])([F:36])[F:37])[cH:33]3)[CH2:18][CH2:19][CH:20]1[CH:21]([C:23](=[O:24])[OH:25])[CH2:22]2.[CH3:48][CH2:49][OH:50].[F:1][C:2]([C:3](=[O:4])[OH:5])([F:6])[F:7]>>[F:1][C:2]([C:3](=[O:4])[OH:5])([F:6])[F:7].[NH:15]1[C:16]2([c:42]3[cH:43][cH:44][cH:45][cH:46][cH:47]3)[CH:17]([O:26][CH2:27][c:28]3[cH:29][c:30]([C:38]([F:39])([F:40])[F:41])[cH:31][c:32]([C:34]([F:35])([F:36])[F:37])[cH:33]3)[CH2:18][CH2:19][CH:20]1[CH:21]([C:23](=[O:24])[OH:25])[CH2:22]2. Reactants: CCN, Cc1csc2c(Cl)nc(Cl)nc12, CN(C)C=O, O. The product is CCNc1nc(Cl)nc2c(C)csc12. Reaction SMILES: [CH3:13][CH2:14][NH2:15].[Cl:1][c:2]1[n:3][c:4]([Cl:12])[c:5]2[c:6]([n:7]1)[c:8]([CH3:11])[cH:9][s:10]2.[O:17]=[CH:18][N:19]([CH3:20])[CH3:21].[OH2:16]>>[Cl:1][c:2]1[n:3][c:4]([NH:15][CH2:14][CH3:13])[c:5]2[c:6]([n:7]1)[c:8]([CH3:11])[cH:9][s:10]2. Reactants: CCOC(=O)CCCc1c(C)[nH]c2c(Br)cccc12, CCOC(=O)CCCBr, O=C([O-])[O-], CS(C)=O, [Cs+], [Cs+], O. Yields the product CCOC(=O)CCCc1c(C)n(CCCC(=O)OCC)c2c(Br)cccc12. RXN SMILES: [Br:1][c:2]1[cH:3][cH:4][cH:5][c:6]2[c:7]([CH2:12][CH2:13][CH2:14][C:15](=[O:16])[O:17][CH2:18][CH3:19])[c:8]([CH3:11])[nH:9][c:10]12.[Br:20][CH2:21][CH2:22][CH2:23][C:24](=[O:25])[O:26][CH2:27][CH3:28].[C:29](=[O:30])([O-:31])[O-:32].[CH3:36][S:37]([CH3:38])=[O:39].[Cs+:33].[Cs+:34].[OH2:35]>>[Br:1][c:2]1[cH:3][cH:4][cH:5][c:6]2[c:7]([CH2:12][CH2:13][CH2:14][C:15](=[O:16])[O:17][CH2:18][CH3:19])[c:8]([CH3:11])[n:9]([CH2:21][CH2:22][CH2:23][C:24](=[O:25])[O:26][CH2:27][CH3:28])[c:10]12.